This data is from the Open Reaction Database (ORD), a public repository of structured organic reaction records. The task is: describe an organic reaction: reactants, conditions, products, and yield Reactants: BrC1=CC=C2N=CC(NC2=C1)=O (7-bromo-1H-quinoxalin-2-one), C[S-].[Na+] (sodium methanethiolate). Run in CN1C(CCC1)=O (N-methylpyrrolidone). The product is CSC1=CC=C2N=CC(NC2=C1)=O (7-methylsulfanyl-1H-quinoxalin-2-one). The yield is 90.1%. As a reaction SMILES: Br[C:2]1[CH:11]=[C:10]2[C:5]([N:6]=[CH:7][C:8](=[O:12])[NH:9]2)=[CH:4][CH:3]=1.[CH3:13][S-:14].[Na+]>CN1CCCC1=O>[CH3:13][S:14][C:2]1[CH:11]=[C:10]2[C:5]([N:6]=[CH:7][C:8](=[O:12])[NH:9]2)=[CH:4][CH:3]=1 |f:1.2|. Procedure details: A solution of 7-bromo-1H-quinoxalin-2-one (12.0 g, 53.3 mmol, 1.0 eq) and sodium methanethiolate (9.44 g, 133.3 mmol, 2.5 eq) in N-methylpyrrolidone is stirred at 160° C. for 1 hour. Then solvent is evaporated and the residue is dissolved in water, acidified to pH=5 with 20% hydrochloric acid aqueous solution at 0° C., and the resulting precipitate is collected by filtration, washed with water and ethyl acetate to afford 7-methylsulfanyl-1H-quinoxalin-2-one as a yellow solid (9.23 g, 54% yield). Reactants: COC(=O)C1=CC=CC=2C(C3=CC=CC=C3OC12)=O (9-Oxo-9H-xanthene-4-carboxylic acid methyl ester), [OH-].[Na+] (sodium hydroxide). Run in CO (methanol). Product: O=C1C2=CC=CC=C2OC=2C(=CC=CC12)C(=O)O (9-Oxo-9H-xanthene-4-carboxylic acid). Reaction SMILES: C[O:2][C:3]([C:5]1[C:18]2[O:17][C:16]3[C:11](=[CH:12][CH:13]=[CH:14][CH:15]=3)[C:10](=[O:19])[C:9]=2[CH:8]=[CH:7][CH:6]=1)=[O:4].[OH-].[Na+]>CO>[O:19]=[C:10]1[C:9]2[CH:8]=[CH:7][CH:6]=[C:5]([C:3]([OH:4])=[O:2])[C:18]=2[O:17][C:16]2[C:11]1=[CH:12][CH:13]=[CH:14][CH:15]=2 |f:1.2|. Procedure details: To a suspension of 9-oxo-9H-xanthene-4-carboxylic acid methyl ester 4j (2.0 g, 7.87 mmol) in methanol (30 mL) was added a 3N sodium hydroxide solution (3.2 mL), and the mixture was heated to reflux for 2 h. The solvent was evaporated and the residue was dissolved in water (50 mL). The solution was filtered, acidified with concentrated hydrochloric acid, and a precipitate formed. The solid was separated via filtration, washed with water, and air-dried to yield 1.9 g (quant.) of title compound 5j. The reactants are [N+](=O)([O-])C1=CC=C(C=CC=2N=NC(=CC2)C=CC2=CC=C(C=C2)[N+](=O)[O-])C=C1 (3,6-di(p-nitrostyryl)pyridazine), 15g, ClC1=CC(=CC=C1)C(=O)OO (m-chloroperbenzoic acid). The solvent is halogen, ClCCCl (1,2-dichloroethane). Product: [N+](=O)([O-])C1=CC=C(C=CC=2N=[N+](C(=CC2)C=CC2=CC=C(C=C2)[N+](=O)[O-])[O-])C=C1 (3,6-di(p-nitrostyryl)pyridazine-N-oxide). RXN SMILES: [N+:1]([C:4]1[CH:28]=[CH:27][C:7]([CH:8]=[CH:9][C:10]2[N:11]=[N:12][C:13]([CH:16]=[CH:17][C:18]3[CH:23]=[CH:22][C:21]([N+:24]([O-:26])=[O:25])=[CH:20][CH:19]=3)=[CH:14][CH:15]=2)=[CH:6][CH:5]=1)([O-:3])=[O:2].ClC1C=CC=C(C(OO)=[O:37])C=1>ClCCCl>[N+:24]([C:21]1[CH:22]=[CH:23][C:18]([CH:17]=[CH:16][C:13]2[N:12]=[N+:11]([O-:37])[C:10]([CH:9]=[CH:8][C:7]3[CH:6]=[CH:5][C:4]([N+:1]([O-:3])=[O:2])=[CH:28][CH:27]=3)=[CH:15][CH:14]=2)=[CH:19][CH:20]=1)([O-:26])=[O:25]. Reported procedure: 33 g of this nitro compound (K') is reacted, with 15g of m-chloroperbenzoic acid in halogen-containing solvent (such as 1,2-dichloroethane) to obtain 27 g of 3,6-di(p-nitrostyryl)pyridazine-N-oxide (L'). The nitro group in the N-oxide compound (L') is selectively reduced under a neutral or basic condition to obtain 20 g of vermilion crystals of 3,6-di(p-aminostyryl)pyridazine-N-oxide (M'). The reactants are O=C([O-])[O-], CC(C)=O, CON(C)C(=O)CCl, [Cs+], [Cs+], Nc1cccc(S)c1. Yields the product CON(C)C(=O)CSc1cccc(N)c1. As a reaction SMILES: [C:17](=[O:18])([O-:19])[O-:20].[CH3:23][C:24](=[O:25])[CH3:26].[Cl:9][CH2:10][C:11](=[O:12])[N:13]([CH3:14])[O:15][CH3:16].[Cs+:21].[Cs+:22].[SH:1][c:2]1[cH:3][c:4]([NH2:5])[cH:6][cH:7][cH:8]1>>[S:1]([c:2]1[cH:3][c:4]([NH2:5])[cH:6][cH:7][cH:8]1)[CH2:10][C:11](=[O:12])[N:13]([CH3:14])[O:15][CH3:16]. Reactants: CCOC(=O)CC1(CCBr)CC1, C=CCOC(=O)C(CCc1ccc(C(=O)OC)cc1)C(=O)OCC=C, CCOC(C)=O, [H-], [Na+], CN(C)C=O, O. Yields the product C=CCOC(=O)C(CCc1ccc(C(=O)OC)cc1)(CCC1(CC(=O)OCC)CC1)C(=O)OCC=C. As a reaction SMILES: [Br:28][CH2:29][CH2:30][C:31]1([CH2:34][C:35](=[O:36])[O:37][CH2:38][CH3:39])[CH2:32][CH2:33]1.[CH3:3][O:4][C:5](=[O:6])[c:7]1[cH:8][cH:9][c:10]([CH2:13][CH2:14][CH:15]([C:16](=[O:17])[O:18][CH2:19][CH:20]=[CH2:21])[C:22](=[O:23])[O:24][CH2:25][CH:26]=[CH2:27])[cH:11][cH:12]1.[CH3:46][CH2:47][O:48][C:49](=[O:50])[CH3:51].[H-:1].[Na+:2].[O:41]=[CH:42][N:43]([CH3:44])[CH3:45].[OH2:40]>>[CH3:3][O:4][C:5](=[O:6])[c:7]1[cH:8][cH:9][c:10]([CH2:13][CH2:14][C:15]([C:16](=[O:17])[O:18][CH2:19][CH:20]=[CH2:21])([C:22](=[O:23])[O:24][CH2:25][CH:26]=[CH2:27])[CH2:29][CH2:30][C:31]2([CH2:34][C:35](=[O:36])[O:37][CH2:38][CH3:39])[CH2:32][CH2:33]2)[cH:11][cH:12]1. Starting materials: FC(C(C(F)(F)F)(OCOC)C1=CC(=C(C=C1)O)CCC)(F)F (4-(1,1,1,3,3,3-hexafluoro-2-(methoxymethoxy)propan-2-yl)-2-propylphenol), C([O-])([O-])=O.[K+].[K+] (potassium carbonate), ClC=1C=C(C(=O)OC)C(=CN1)[N+](=O)[O-] (methyl 2-chloro-5-nitroisonicotinate), resultant mixture, Cl (hydrochloric acid). The solvent is CN(C=O)C (N,N-dimethylformamide), O (water). The product is FC(C(C(F)(F)F)(OCOC)C1=CC(=C(OC=2C=C(C(=O)OC)C(=CN2)[N+](=O)[O-])C=C1)CCC)(F)F (methyl 2-(4-(1,1,1,3,3,3-hexafluoro-2-(methoxymethoxy)propan-2-yl)-2-propylphenoxy)-5-nitroisonicotinate). Yield: 72.7%. As a reaction SMILES: [F:1][C:2]([F:23])([F:22])[C:3]([C:12]1[CH:17]=[CH:16][C:15]([OH:18])=[C:14]([CH2:19][CH2:20][CH3:21])[CH:13]=1)([O:8][CH2:9][O:10][CH3:11])[C:4]([F:7])([F:6])[F:5].C(=O)([O-])[O-].[K+].[K+].Cl[C:31]1[CH:32]=[C:33]([C:38]([N+:41]([O-:43])=[O:42])=[CH:39][N:40]=1)[C:34]([O:36][CH3:37])=[O:35].Cl>CN(C)C=O.O>[F:1][C:2]([F:22])([F:23])[C:3]([C:12]1[CH:17]=[CH:16][C:15]([O:18][C:31]2[CH:32]=[C:33]([C:38]([N+:41]([O-:43])=[O:42])=[CH:39][N:40]=2)[C:34]([O:36][CH3:37])=[O:35])=[C:14]([CH2:19][CH2:20][CH3:21])[CH:13]=1)([O:8][CH2:9][O:10][CH3:11])[C:4]([F:6])([F:5])[F:7] |f:1.2.3|. Procedure: To a solution of 4-(1,1,1,3,3,3-hexafluoro-2-(methoxymethoxy)propan-2-yl)-2-propylphenol (1.68 g, 4.86 mmol) in N,N-dimethylformamide (30 mL), potassium carbonate (1.34 g) and methyl 2-chloro-5-nitroisonicotinate (1.58 g) were added, and the resultant mixture was stirred in an oil bath with the oil temperature at 80° C. After completion of the reaction, the reaction solution was neutralized by adding 2 mol/L of hydrochloric acid, added with water, and extracted with ethyl acetate. Subsequently, ... Reactants: c1ccc(C2CO2)cc1, CCO, CC(C)OC(C)C, c1ccncc1, c1c[nH]cn1. The product is OC(Cn1ccnc1)c1ccccc1. As a reaction SMILES: [CH2:12]1[O:13][CH:14]1[c:15]1[cH:16][cH:17][cH:18][cH:19][cH:20]1.[CH3:28][CH2:29][OH:30].[CH:21]([O:22][CH:23]([CH3:24])[CH3:25])([CH3:26])[CH3:27].[cH:6]1[cH:7][cH:8][n:9][cH:10][cH:11]1.[nH:1]1[cH:2][n:3][cH:4][cH:5]1>>[n:1]1([CH2:12][CH:14]([OH:13])[c:15]2[cH:16][cH:17][cH:18][cH:19][cH:20]2)[cH:2][n:3][cH:4][cH:5]1. Starting materials: COC(=O)c1ccc(N2C(=O)OCC2C)cc1OC, CO, Cl, [Na+], C1CCOC1, [OH-]. The product is COc1cc(N2C(=O)OCC2C)ccc1C(=O)O. RXN SMILES: [CH3:1][O:2][c:3]1[c:4]([C:5](=[O:6])[O:7][CH3:8])[cH:9][cH:10][c:11]([N:13]2[C:14](=[O:19])[O:15][CH2:16][CH:17]2[CH3:18])[cH:12]1.[CH3:23][OH:24].[ClH:22].[Na+:21].[O:25]1[CH2:26][CH2:27][CH2:28][CH2:29]1.[OH-:20]>>[CH3:1][O:2][c:3]1[c:4]([C:5](=[O:6])[OH:7])[cH:9][cH:10][c:11]([N:13]2[C:14](=[O:19])[O:15][CH2:16][CH:17]2[CH3:18])[cH:12]1. The reactants are S(C)(=O)(=O)[O-] (mesylate), CS(=O)(=O)OCC(C)(C1=CC=C(C=C1)F)OCCCC (1-(methylsulfonyloxy)-2-(n-butoxy)-2-(4-fluorophenyl)-propane), [Na] (sodium), [Na] (sodium), N1N=CN=C1 (1,2,4-triazole), N1N=CN=C1 (1,2,4-triazole). Run in CS(=O)C (dimethyl sulfoxide), O (water), CO (methanol). Run at temperature 130 celsius. Yields the product N1(N=CN=C1)CC(C)(C1=CC=C(C=C1)F)OCCCC (1-(1H-1,2,4-triazol-1-yl)-2-(n-butoxy)-2-(4-fluorophenyl)propane). Reaction SMILES: S([O-])(=O)(=O)C.CS(O[CH2:11][C:12]([O:21][CH2:22][CH2:23][CH2:24][CH3:25])([C:14]1[CH:19]=[CH:18][C:17]([F:20])=[CH:16][CH:15]=1)[CH3:13])(=O)=O.[Na].[NH:27]1[CH:31]=[N:30][CH:29]=[N:28]1>CO.CS(C)=O.O>[N:27]1([CH2:11][C:12]([O:21][CH2:22][CH2:23][CH2:24][CH3:25])([C:14]2[CH:19]=[CH:18][C:17]([F:20])=[CH:16][CH:15]=2)[CH3:13])[CH:31]=[N:30][CH:29]=[N:28]1 |^1:25|. Reported procedure: The mesylate prepared in accordance with (a) is reacted with the sodium salt of 1,2,4-triazole. This is effected by dissolving 0.52 g (23 mmoles) of sodium in 20 ml of absolute methanol, and adding 1.55 g (23 mmoles) of 1,2,4-triazole to this solution. The methanol is then removed in vacuo, and the mesylate prepared in (a) is added, dissolved in 20 ml of dimethyl sulfoxide, to the crystalline residue. The mixture is heated for 6.5 hours at a bath temperature of 130° C. and is allowed to cool to ... Starting materials: C12=CCCCCCCCCCC2=CCC1 (bicyclo[10.3.0]pentadec-1,12-diene). The reagents and catalysts are [Pd] (palladium on charcoal). Solvent: C1(=CC=CC=C1)C (toluene). Run at time 60 minute. The product is C1=2CCCCCCCCCCC2CCC1 (Bicyclo[10.3.0]pentadec-1(12)-ene). Yield: 85.0%. As a reaction SMILES: [C:1]12[CH2:15][CH2:14][CH:13]=[C:12]1[CH2:11][CH2:10][CH2:9][CH2:8][CH2:7][CH2:6][CH2:5][CH2:4][CH2:3][CH:2]=2>C1(C)C=CC=CC=1.[Pd]>[C:1]12[CH2:15][CH2:14][CH2:13][C:12]=1[CH2:11][CH2:10][CH2:9][CH2:8][CH2:7][CH2:6][CH2:5][CH2:4][CH2:3][CH2:2]2. Procedure details: 6.06 g of bicyclo[10.3.0]pentadec-1,12-diene--crude material; see Example 1--in 40 ml of toluene were hydrogenated at 100°, under atmospheric pressure, in the presence of 0.6 g of 10% palladium on charcoal. After 60 min. of hydrogenation, the reaction mixture was cooled, filtered on CELITE and finally distilled (0.02 Torr--bath temperature: 140°) to afford 5.2 g (84% yield) of the desired title compound having a purity of 93% according to vapour phase chromatography analysis (CARBOWAX 10%--1.6 m...